Dataset: the Open Reaction Database (ORD), a public repository of structured organic reaction records. Task: describe an organic reaction: reactants, conditions, products, and yield The reactants are BrC1=C(C=CC(=C1)Cl)C(=O)N1CCN(CC1)C1=NC=C(C=C1C)C ((2-bromo-4-chlorophenyl)[4-(3,5-dimethylpyridin-2-yl)piperazin-1-yl]methanone), C(C)(=O)N1C(NCC1)=O (1-acetyl-2-imidazolidinone). Product: C(C)(=O)N1C(N(CC1)C1=C(C=CC(=C1)Cl)C(=O)N1CCN(CC1)C1=NC=C(C=C1C)C)=O (1-acetyl-3-{5-chloro-2-[4-(3,5-dimethylpyridin-2-yl)piperazine-1-carbonyl]phenyl}imidazolidin-2-one). Isolated yield 48.6%. As a reaction SMILES: Br[C:2]1[CH:7]=[C:6]([Cl:8])[CH:5]=[CH:4][C:3]=1[C:9]([N:11]1[CH2:16][CH2:15][N:14]([C:17]2[C:22]([CH3:23])=[CH:21][C:20]([CH3:24])=[CH:19][N:18]=2)[CH2:13][CH2:12]1)=[O:10].[C:25]([N:28]1[CH2:32][CH2:31][NH:30][C:29]1=[O:33])(=[O:27])[CH3:26]>>[C:25]([N:28]1[CH2:32][CH2:31][N:30]([C:2]2[CH:7]=[C:6]([Cl:8])[CH:5]=[CH:4][C:3]=2[C:9]([N:11]2[CH2:16][CH2:15][N:14]([C:17]3[C:22]([CH3:23])=[CH:21][C:20]([CH3:24])=[CH:19][N:18]=3)[CH2:13][CH2:12]2)=[O:10])[C:29]1=[O:33])(=[O:27])[CH3:26]. Procedure details: By reaction and treatment in the same manner as in Preparation Example 12 and using (2-bromo-4-chlorophenyl)[4-(3,5-dimethylpyridin-2-yl)piperazin-1-yl]methanone (408.7 mg) described in Preparation Example 119 and 1-acetyl-2-imidazolidinone (128 mg), the title compound (221.5 mg) was obtained. Reactants: CCO, Cl, CCCc1ccc(C#Cc2ccc(C#C[Si](C)(C)C)c(F)c2)cc1, [K+], [OH-], O. Yields the product C#Cc1ccc(C#Cc2ccc(CCC)cc2)cc1F. As a reaction SMILES: [CH3:28][CH2:29][OH:30].[ClH:27].[F:1][c:2]1[c:3]([C:19]#[C:20][Si:21]([CH3:22])([CH3:23])[CH3:24])[cH:4][cH:5][c:6]([C:8]#[C:9][c:10]2[cH:11][cH:12][c:13]([CH2:16][CH2:17][CH3:18])[cH:14][cH:15]2)[cH:7]1.[K+:26].[OH-:25].[OH2:31]>>[F:1][c:2]1[c:3]([C:19]#[CH:20])[cH:4][cH:5][c:6]([C:8]#[C:9][c:10]2[cH:11][cH:12][c:13]([CH2:16][CH2:17][CH3:18])[cH:14][cH:15]2)[cH:7]1. Reactants: CS(=O)(=O)OCCC=1OC2=C(C1)C=C(C=C2)C2=NC=C(C=C2)C(=O)N2CCOCC2 (2-{5-[5-(4-morpholinylcarbonyl)-2-pyridinyl]-1-benzofuran-2-yl}ethyl methanesulfonate), C(C)NCCC (ethyl(propyl)amine). The product is C(C)N(CCC=1OC2=C(C1)C=C(C=C2)C2=NC=C(C=C2)C(=O)N2CCOCC2)CCC (N-ethyl-N-propyl-N-(2-{5-[5-(4-morpholinylcarbonyl)-2-pyridinyl]-1-benzofuran-2-yl}ethyl)amine). RXN SMILES: CS(O[CH2:6][CH2:7][C:8]1[O:9][C:10]2[CH:16]=[CH:15][C:14]([C:17]3[CH:22]=[CH:21][C:20]([C:23]([N:25]4[CH2:30][CH2:29][O:28][CH2:27][CH2:26]4)=[O:24])=[CH:19][N:18]=3)=[CH:13][C:11]=2[CH:12]=1)(=O)=O.[CH2:31]([NH:33][CH2:34][CH2:35][CH3:36])[CH3:32]>>[CH2:31]([N:33]([CH2:34][CH2:35][CH3:36])[CH2:6][CH2:7][C:8]1[O:9][C:10]2[CH:16]=[CH:15][C:14]([C:17]3[CH:22]=[CH:21][C:20]([C:23]([N:25]4[CH2:26][CH2:27][O:28][CH2:29][CH2:30]4)=[O:24])=[CH:19][N:18]=3)=[CH:13][C:11]=2[CH:12]=1)[CH3:32]. Procedure details: The product from Example 44E and ethyl(propyl)amine were processed as described in Example 1D to provide the titled compound. 1HNMR (300 MHz, CD3OD) δ8.70 (m, 1H), 8.23 (d, J=1.8 Hz, 1H), 7.98 (m, 3H), 7.58 (d, J=8.7 Hz, 1H), 6.85 (s, 1H), 3.2-3.8 (m, 14H), 3.20 (m, 2H), 1.80 (m, 2H), 1.38 (t, J=7.5 Hz, 3H), 1.05 (t, J=7.5 Hz, 3H); MS (DCI) m/z 422 (M+H)+; Reactants: ClC1=CC(=C(C#N)C=C1)NC(=O)OCC (4-chloro-2-(ethoxycarbonylamino)benzonitrile), C(C)(=O)OCC1=C(OC=C1)C(CBr)=O (3-acetoxymethyl-2-(bromoacetyl)furan). Product: C(C)(=O)OCC1=C(OC=C1)C(=O)C=1N(C2=CC(=CC=C2C1N)Cl)C(=O)OCC (2-(3-acetoxymethyl-2-furoyl)-3-amino-6-chloro-1-(ethoxycarbonyl)indole). Reaction SMILES: [Cl:1][C:2]1[CH:9]=[CH:8][C:5]([C:6]#[N:7])=[C:4]([NH:10][C:11]([O:13][CH2:14][CH3:15])=[O:12])[CH:3]=1.[C:16]([O:19][CH2:20][C:21]1[CH:25]=[CH:24][O:23][C:22]=1[C:26](=[O:29])[CH2:27]Br)(=[O:18])[CH3:17]>>[C:16]([O:19][CH2:20][C:21]1[CH:25]=[CH:24][O:23][C:22]=1[C:26]([C:27]1[N:10]([C:11]([O:13][CH2:14][CH3:15])=[O:12])[C:4]2[C:5]([C:6]=1[NH2:7])=[CH:8][CH:9]=[C:2]([Cl:1])[CH:3]=2)=[O:29])(=[O:18])[CH3:17]. Procedure: The title compound was prepared according to the procedure described in Step 2 of Example 1 from 4-chloro-2-(ethoxycarbonylamino)benzonitrile (Example 1, step 1) and 3-acetoxymethyl-2-(bromoacetyl)furan (Example 372, step 1). The reactants are Cc1ccccc1, CN(C)C=O, COc1c(Cl)cc(C(=O)O)cc1Cl, O=S(Cl)Cl. The product is COc1c(Cl)cc(C(=O)Cl)cc1Cl. As a reaction SMILES: [CH3:14][c:15]1[cH:16][cH:17][cH:18][cH:19][cH:20]1.[CH3:25][N:26]([CH3:27])[CH:28]=[O:29].[Cl:1][c:2]1[cH:3][c:4]([C:5](=[O:6])[OH:7])[cH:8][c:9]([Cl:13])[c:10]1[O:11][CH3:12].[S:21]([Cl:22])([Cl:23])=[O:24]>>[Cl:1][c:2]1[cH:3][c:4]([C:5](=[O:6])[Cl:23])[cH:8][c:9]([Cl:13])[c:10]1[O:11][CH3:12]. The reactants are COC1=NC=CC=C1B(O)O ((2-methoxypyridin-3-yl)boronic acid), C([O-])([O-])=O.[K+].[K+] (potassium carbonate), tetrakistriphenylphosphine palladium, BrC=1C=CC2=C(C(=C(O2)C(C2CCCCC2)NC2=CC=C(C=C2)C(=O)N(CCC(=O)OCC)C)C)C1 (ethyl 3-{[(4-{[(5-bromo-3-methyl-1-benzofuran-2-yl)(cyclohexyl)methyl]amino}phenyl)carbonyl](methyl)amino}-propanoate). Solvent: CN(C(C)=O)C (N,N-dimethylacetamide). Run at temperature 90 celsius, time 12 hour. Product: C1(CCCCC1)C(C=1OC2=C(C1C)C=C(C=C2)C=2C(=NC=CC2)OC)NC2=CC=C(C=C2)C(=O)N(CCC(=O)OCC)C (ethyl 3-[{[4-({cyclohexyl[5-(2-methoxypyridin-3-yl)-3-methyl-1-benzofuran-2-yl]methyl}amino)phenyl]carbonyl}(methyl)amino]propanoate). The yield is 89.8%. As a reaction SMILES: Br[C:2]1[CH:3]=[CH:4][C:5]2[O:9][C:8]([CH:10]([NH:17][C:18]3[CH:23]=[CH:22][C:21]([C:24]([N:26]([CH3:34])[CH2:27][CH2:28][C:29]([O:31][CH2:32][CH3:33])=[O:30])=[O:25])=[CH:20][CH:19]=3)[CH:11]3[CH2:16][CH2:15][CH2:14][CH2:13][CH2:12]3)=[C:7]([CH3:35])[C:6]=2[CH:36]=1.[CH3:37][O:38][C:39]1[C:44](B(O)O)=[CH:43][CH:42]=[CH:41][N:40]=1.C(=O)([O-])[O-].[K+].[K+]>CN(C)C(=O)C>[CH:11]1([CH:10]([NH:17][C:18]2[CH:19]=[CH:20][C:21]([C:24]([N:26]([CH3:34])[CH2:27][CH2:28][C:29]([O:31][CH2:32][CH3:33])=[O:30])=[O:25])=[CH:22][CH:23]=2)[C:8]2[O:9][C:5]3[CH:4]=[CH:3][C:2]([C:44]4[C:39]([O:38][CH3:37])=[N:40][CH:41]=[CH:42][CH:43]=4)=[CH:36][C:6]=3[C:7]=2[CH3:35])[CH2:16][CH2:15][CH2:14][CH2:13][CH2:12]1 |f:2.3.4|. Procedure: To a solution (15 mL) of ethyl 3-{[(4-{[(5-bromo-3-methyl-1-benzofuran-2-yl)(cyclohexyl)methyl]amino}phenyl)carbonyl](methyl)amino}-propanoate (0.53 g) synthesized in Example A174(3) in N,N-dimethylacetamide were added (2-methoxypyridin-3-yl)boronic acid (0.29 g), potassium carbonate (0.27 g) and tetrakistriphenylphosphine palladium (0.05 g), and the mixture was stirred at 90° C. for 12 hr under nitrogen atmosphere. The reaction mixture was cooled to room temperature and filtered through celite,...